Task: describe an organic reaction: reactants, conditions, products, and yield. Dataset: the Open Reaction Database (ORD), a public repository of structured organic reaction records Reactants: Br.NC1=CC=C(C=C1)C=1N=C(C(NC1)=O)C (5-(4-Aminophenyl)-3-methyl-2(1H)-pyrazinone hydrobromide), C(C)(=O)OC(C)=O (acetic anhydride), C(C)(=O)[O-].[Na+] (sodium acetate). The solvent is O (water). The product is C(C)(=O)NC1=CC=C(C=C1)C=1N=C(C(NC1)=O)C (5-(4-Acetamidophenyl)-3-methyl-2(1H)-pyrazinone). As a reaction SMILES: Br.[NH2:2][C:3]1[CH:8]=[CH:7][C:6]([C:9]2[N:10]=[C:11]([CH3:16])[C:12](=[O:15])[NH:13][CH:14]=2)=[CH:5][CH:4]=1.[C:17](OC(=O)C)(=[O:19])[CH3:18].C([O-])(=O)C.[Na+]>O>[C:17]([NH:2][C:3]1[CH:4]=[CH:5][C:6]([C:9]2[N:10]=[C:11]([CH3:16])[C:12](=[O:15])[NH:13][CH:14]=2)=[CH:7][CH:8]=1)(=[O:19])[CH3:18] |f:0.1,3.4|. Reported procedure: 5-(4-Aminophenyl)-3-methyl-2(1H)-pyrazinone hydrobromide (1.0 g) in water (25 ml) was treated with acetic anhydride and sodium acetate in a similar manner to that described in Example 3. On recrystallisation from aqueous acetic acid the title compound (0.68 g) had m.p. >300° C.; δ(DMSO-d6) inter alia 2.08 (3H, s, CO--CH3), 2.39 (3H, d, 3---CH3), 10.0 (1H, s, NHCO); ν(Nujol mull) 1655 (C=O) cm-1. Run at time 8 hour. Procedure: To a solution of 3.4 g (14.1 mMol) of (1RS,4aS,5S,8aRS)-5-tert-Butoxy-4a-methyl-decahydro-naphtalen-1-ol in 34 ml methylenechloride was added under stirring 3.66 g (17.0 mMol) of pyridiniumchlorochromate and the reaction mixture was kept under stirring overnight. Then the reaction was diluted with 33 ml diethylether, kept stirring for 15 minutes and filtered over florisil®. The filtrate was evaporated to dryness in vacuo and the residue dissolved in 33 ml of tetrahydrofuran. Under stirring and a... RXN SMILES: [C:1]([O:5][C@H:6]1[CH2:15][CH2:14][CH2:13][CH:12]2[C@:7]1([CH3:17])[CH2:8][CH2:9][CH2:10][CH:11]2[OH:16])([CH3:4])([CH3:3])[CH3:2].[Cr](Cl)([O-])(=O)=O.[NH+]1C=CC=CC=1>C(Cl)Cl.C(OCC)C>[C:1]([O:5][C@H:6]1[CH2:15][CH2:14][CH2:13][C@@H:12]2[C@:7]1([CH3:17])[CH2:8][CH2:9][CH2:10][C:11]2=[O:16])([CH3:4])([CH3:2])[CH3:3] |f:1.2|. Product: C(C)(C)(C)O[C@@H]1[C@]2(CCCC([C@@H]2CCC1)=O)C ((4aS,5S,8aR)-5-tert-Butoxy-4a-methyl-octahydro-naphtalen-1-one). The reactants are C(C)(C)(C)O[C@@H]1[C@]2(CCCC(C2CCC1)O)C ((1RS,4aS,5S,8aRS)-5-tert-Butoxy-4a-methyl-decahydro-naphtalen-1-ol), [Cr](=O)(=O)([O-])Cl.[NH+]1=CC=CC=C1 (pyridiniumchlorochromate). The solvent is C(Cl)Cl (methylenechloride), C(C)OCC (diethylether). Isolated yield 71.1%. The reactants are ice, C(C)(C)(C)OC(NN1C=CC2=CC(=CC=C12)CO)=O (5-hydroxymethylindole-1-carbamic acid tert-butyl ester), CCOCC.C(Cl)Cl (Et2O CH2Cl2), P(Br)(Br)Br (PBr3). Solvent: C(Cl)Cl (CH2Cl2). Reaction conditions: time 40 minute. The product is C(C)(C)(C)OC(NN1C=CC2=CC(=CC=C12)CBr)=O (5-bromomethyl-indole-1-carbamic acid tert-butyl ester). Isolated yield 86.4%. As a reaction SMILES: [C:1]([O:5][C:6](=[O:19])[NH:7][N:8]1[C:16]2[C:11](=[CH:12][C:13]([CH2:17]O)=[CH:14][CH:15]=2)[CH:10]=[CH:9]1)([CH3:4])([CH3:3])[CH3:2].CCOCC.C(Cl)Cl.P(Br)(Br)[Br:29]>C(Cl)Cl>[C:1]([O:5][C:6](=[O:19])[NH:7][N:8]1[C:16]2[C:11](=[CH:12][C:13]([CH2:17][Br:29])=[CH:14][CH:15]=2)[CH:10]=[CH:9]1)([CH3:4])([CH3:3])[CH3:2] |f:1.2|. Procedure: To an ice-cold solution of 5-hydroxymethylindole-1-carbamic acid tert-butyl ester (0.51 g, 2.1 mmol) in 4:1 Et2O/CH2Cl2 (4 mL) was added PBr3 (0.2 mL, 2.2 mmol), and the reaction mixture was stirred for 40 min. The reaction mixture was diluted with CH2Cl2, washed a saturated solution of NaHCO3 (3×10 mL), dried (Na2SO4), filtered, and the solvent was removed under reduced pressure to provide 5-bromomethyl-indole-1-carbamic acid tert-butyl ester as a yellow solid (0.59 g, 93%). 1H NMR (300 MHz, CD... Starting materials: CO, Nc1ccccc1-c1cc2ccccc2[nH]1, O=C(O)COc1ccc(O)cc1. Yields the product O=C(COc1ccc(O)cc1)Nc1ccccc1-c1cc2ccccc2[nH]1. Reaction SMILES: [CH3:29][OH:30].[NH2:1][c:2]1[c:3](-[c:8]2[nH:9][c:10]3[cH:11][cH:12][cH:13][cH:14][c:15]3[cH:16]2)[cH:4][cH:5][cH:6][cH:7]1.[OH:17][c:18]1[cH:19][cH:20][c:21]([O:22][CH2:23][C:24](=[O:25])[OH:26])[cH:27][cH:28]1>>[NH:1]([c:2]1[c:3](-[c:8]2[nH:9][c:10]3[cH:11][cH:12][cH:13][cH:14][c:15]3[cH:16]2)[cH:4][cH:5][cH:6][cH:7]1)[C:24]([CH2:23][O:22][c:21]1[cH:20][cH:19][c:18]([OH:17])[cH:28][cH:27]1)=[O:25]. The reactants are [BH3-]C#N, CO, Cl, Cl, [Li+], COc1ccc2c(c1OC)CCC(N)C2=O, O=C1CCCCC1, C1COCCO1. The product is COc1ccc2c(c1OC)CCC(NC1CCCCC1)C2=O, Cl. RXN SMILES: [C:25]([BH3-:26])#[N:27].[CH3:36][OH:37].[ClH:35].[ClH:8].[Li+:28].[NH2:9][CH:10]1[C:11](=[O:24])[c:12]2[cH:13][cH:14][c:15]([O:22][CH3:23])[c:16]([O:20][CH3:21])[c:17]2[CH2:18][CH2:19]1.[O:1]=[C:2]1[CH2:3][CH2:4][CH2:5][CH2:6][CH2:7]1.[O:29]1[CH2:30][CH2:31][O:32][CH2:33][CH2:34]1>>[CH:2]1([NH:9][CH:10]2[C:11](=[O:24])[c:12]3[cH:13][cH:14][c:15]([O:22][CH3:23])[c:16]([O:20][CH3:21])[c:17]3[CH2:18][CH2:19]2)[CH2:3][CH2:4][CH2:5][CH2:6][CH2:7]1.[ClH:8].